From a dataset of the Open Reaction Database (ORD), a public repository of structured organic reaction records. describe an organic reaction: reactants, conditions, products, and yield The reactants are ClC=1C=C(C=NC1Cl)CO ((5,6-dichloro-3-pyridinyl)methanol), C(=O)([O-])[O-].[K+].[K+] (K2CO3), [1,1′-Bis(diphenylphosphino) ferrocene]dichloro-palladium(II), C(C)[Zn]CC (diethylzinc). Solvent: C1CCOC1 (THF). Yields the product ClC=1C=C(C=NC1CC)CO ((5-Chloro-6-ethyl-3-pyridinyl)methanol). Isolated yield 21.4%. As a reaction SMILES: [Cl:1][C:2]1[CH:3]=[C:4]([CH2:9][OH:10])[CH:5]=[N:6][C:7]=1Cl.C([O-])([O-])=O.[K+].[K+].[CH2:17]([Zn]CC)[CH3:18]>C1COCC1>[Cl:1][C:2]1[CH:3]=[C:4]([CH2:9][OH:10])[CH:5]=[N:6][C:7]=1[CH2:17][CH3:18] |f:1.2.3|. Reported procedure: To a solution of (5,6-dichloro-3-pyridinyl)methanol (500 mg, 2.81 mmol), K2CO3 (1165 mg, 8.43 mmol), and [1,1′-Bis(diphenylphosphino) ferrocene]dichloro-palladium(II) (206 mg, 0.281 mmol) in THF (17 ml), was added diethylzinc (5.67 ml, 5.67 mmol). The mixture was stirred under reflux for 16 h in a pressure tube. The resulting mixture was quenched upon the addition of aqueous HCl until pH 7 and extracted with EtOAc. The combined organic layers were washed with brine, dried over MgSO4, and concent... The reactants are [N+](=O)([O-])C=CC1=CC=CC=C1 (Nitrostyrene), Cl.NCCC(=O)OCC (ethyl 3-aminopropanoate hydrochloride), C(C)(C)N(C(C)C)CC (N,N-diisopropylethylamine). The reagents and catalysts are [Zn] (Zinc). Solvent: C(C)#N (acetonitrile). Reaction conditions: temperature 0 celsius, time 15 minute. Product: NCC(C1=CC=CC=C1)NCCC(=O)OCC (Ethyl 3-[(2-amino-1-phenylethyl)amino]propanoate). Isolated yield 148.3%. RXN SMILES: [N+:1]([CH:4]=[CH:5][C:6]1[CH:11]=[CH:10][CH:9]=[CH:8][CH:7]=1)([O-])=O.Cl.[NH2:13][CH2:14][CH2:15][C:16]([O:18][CH2:19][CH3:20])=[O:17].C(N(CC)C(C)C)(C)C>C(#N)C.[Zn]>[NH2:1][CH2:4][CH:5]([NH:13][CH2:14][CH2:15][C:16]([O:18][CH2:19][CH3:20])=[O:17])[C:6]1[CH:11]=[CH:10][CH:9]=[CH:8][CH:7]=1 |f:1.2|. Procedure details: Trans-□-Nitrostyrene (4.04 g, 27.1 mmol) was added to a solution of ethyl 3-aminopropanoate hydrochloride (4.16 g, 27.1 mmol), and N,N-diisopropylethylamine (9.43 mL, 54.2 mmol) in acetonitrile (70 mL). After 15 min, anhydrous hydrochloric acid gas was bubbled into the solution until acidic. The mixture was concentrated, redissolved in ethanol (60 mL) and aqueous hydrochloric acid (12 M; 30 mL), and cooled to 0° C. Zinc dust (8.80 g, 134 mmol) was added in portions over 5 min. After 0.5 h, the m... The reactants are solution, C(CCC)[Li] (n-butyllithium), COC=1C=C(C(=O)C2=CC=CC=C2)C=C(C1)OC (3,5-Dimethoxybenzophenone), aqueous solution, [NH4+].[Cl-] (NH4Cl). Run in C1CCOC1 (THF), C1CCOC1 (THF), C1CCOC1 (THF). Reaction conditions: temperature -78 celsius, time 20 minute. The product is COC=1C=C(C=C(C1)OC)C(C#C)(O)C1=CC=CC=C1 (1-(3,5-dimethoxyphenyl)-1-phenylprop-2-yn-1-ol). Isolated yield 95.0%. Reaction SMILES: [CH2:1]([Li])[CH2:2]CC.[CH3:6][O:7][C:8]1[CH:9]=[C:10]([CH:19]=[C:20]([O:22][CH3:23])[CH:21]=1)[C:11]([C:13]1[CH:18]=[CH:17][CH:16]=[CH:15][CH:14]=1)=[O:12].[NH4+].[Cl-]>C1COCC1>[CH3:23][O:22][C:20]1[CH:19]=[C:10]([C:11]([C:13]2[CH:18]=[CH:17][CH:16]=[CH:15][CH:14]=2)([OH:12])[C:1]#[CH:2])[CH:9]=[C:8]([O:7][CH3:6])[CH:21]=1 |f:2.3|. Procedure: The following method was adapted from a literature procedure.vii Anhydrous THF (50 mL) was cooled to −78° C. Purified acetylene gas was gently bubbled through the THF for 1 hour. A 2.5M solution of n-butyllithium in THF (8.2 mL, 20.5 mmol) was then added drop-wise and the mixture was stirred vigorously for 20 minutes. 3,5-Dimethoxybenzophenone (5.0 g, 20.5 mmol) was dissolved in 10 mL of anhydrous THF and the solution was slowly dropped into the reaction flask. The mixture was stirred vigorously... The reactants are COc1ccc(S(=O)(=O)Cl)cc1, [NH4+], C1CCOC1, [OH-]. The product is COc1ccc(S(N)(=O)=O)cc1. RXN SMILES: [CH3:3][O:4][c:5]1[cH:6][cH:7][c:8]([S:11](=[O:12])(=[O:13])[Cl:14])[cH:9][cH:10]1.[NH4+:2].[O:15]1[CH2:16][CH2:17][CH2:18][CH2:19]1.[OH-:1]>>[NH2:2][S:11]([c:8]1[cH:7][cH:6][c:5]([O:4][CH3:3])[cH:10][cH:9]1)(=[O:12])=[O:13]. Procedure: 2-oxo-4-cyclohexyl-5,5-dimethyl-3-thiazoline-oxime was reacted with methyl isocyanate as described in Example 4 to yield 2-oxo-4-cyclohexyl-5,5-dimethyl-3-thiazoline-O-(methylcarbamoyl)-oxime, m.p. 158°-160° C. The 2-oxo-4-cyclohexyl-5,5-dimethyl-3-thiazoline-oxime starting material melts at 159°-162° C. As a reaction SMILES: [N:1](=[C:3]1[N:7]=[C:6]([CH:8]2[CH2:13][CH2:12][CH2:11][CH2:10][CH2:9]2)[C:5]([CH3:15])([CH3:14])[S:4]1)[OH:2].[CH3:16][N:17]=[C:18]=[O:19]>>[CH3:16][NH:17][C:18]([O:2][N:1]=[C:3]1[N:7]=[C:6]([CH:8]2[CH2:13][CH2:12][CH2:11][CH2:10][CH2:9]2)[C:5]([CH3:15])([CH3:14])[S:4]1)=[O:19]. Product: CNC(=O)ON=C1SC(C(=N1)C1CCCCC1)(C)C (2-oxo-4-cyclohexyl-5,5-dimethyl-3-thiazoline-O-(methylcarbamoyl)-oxime). Reactants: N(O)=C1SC(C(=N1)C1CCCCC1)(C)C (2-oxo-4-cyclohexyl-5,5-dimethyl-3-thiazoline-oxime), CN=C=O (methyl isocyanate). Starting materials: ice water, C(#N)N[C@H]1[C@H](CCCC1)NC1=NC(=NC2=CC=C(C=C12)C)C(=O)NCCOC (4-{[(1S,2R)-2-(cyanoamino)cyclohexyl]amino}-N-(2-methoxyethyl)-6-methylquinazolin-2-carboxamide), Cl.CON (methoxyamine hydrochloride), C([O-])([O-])=O.[Na+].[Na+] (sodium carbonate). Solvent: C(C)O (ethanol). The product is NC(=NOC)N[C@H]1[C@H](CCCC1)NC1=NC(=NC2=CC=C(C=C12)C)C(=O)NCCOC (4-[((1S,2R)-2-{[amino(methoxyimino)methyl]amino}cyclohexyl)amino]-N-(2-methoxyethyl)-6-methylquinazolin-2-carboxamide). The yield is 77.7%. Reaction SMILES: [C:1]([NH:3][C@@H:4]1[CH2:9][CH2:8][CH2:7][CH2:6][C@@H:5]1[NH:10][C:11]1[C:20]2[C:15](=[CH:16][CH:17]=[C:18]([CH3:21])[CH:19]=2)[N:14]=[C:13]([C:22]([NH:24][CH2:25][CH2:26][O:27][CH3:28])=[O:23])[N:12]=1)#[N:2].Cl.[CH3:30][O:31][NH2:32].C(=O)([O-])[O-].[Na+].[Na+]>C(O)C>[NH2:2][C:1]([NH:3][C@@H:4]1[CH2:9][CH2:8][CH2:7][CH2:6][C@@H:5]1[NH:10][C:11]1[C:20]2[C:15](=[CH:16][CH:17]=[C:18]([CH3:21])[CH:19]=2)[N:14]=[C:13]([C:22]([NH:24][CH2:25][CH2:26][O:27][CH3:28])=[O:23])[N:12]=1)=[N:32][O:31][CH3:30] |f:1.2,3.4.5|. Procedure: To a solution of 1.96 g of 4-{[(1S,2R)-2-(cyanoamino)cyclohexyl]amino}-N-(2-methoxyethyl)-6-methylquinazolin-2-carboxamide and 8.56 g of methoxyamine hydrochloride in 80 ml of ethanol, 10.86 g of sodium carbonate was added and the mixture was heated at reflux for 1 hour. The reaction solution was added to 400 ml of ice water, and the deposited substance was collected by filtration. After the collected deposited substance was washed with water, it was dried under reduced pressure. The obtained po... Starting materials: CC(C)(C)OC(=O)NN1CCC(C#N)C1, CO, [NH4+], [OH-]. Yields the product CC(C)(C)OC(=O)NN1CCC(CN)C1. Reaction SMILES: [C:1]([CH3:2])([CH3:3])([CH3:4])[O:5][C:6](=[O:7])[NH:8][N:9]1[CH2:10][CH:11]([C:14]#[N:15])[CH2:12][CH2:13]1.[CH3:18][OH:19].[NH4+:17].[OH-:16]>>[C:1]([CH3:2])([CH3:3])([CH3:4])[O:5][C:6](=[O:7])[NH:8][N:9]1[CH2:10][CH:11]([CH2:14][NH2:15])[CH2:12][CH2:13]1.